This data is from the Open Reaction Database (ORD), a public repository of structured organic reaction records. The task is: describe an organic reaction: reactants, conditions, products, and yield The reactants are C(CC)(=O)C1C(CC(CC1=O)C1CSCCC1)=O (2-propionyl-5-(3-tetrahydrothiopyranyl)-cyclohexane-1,3-dion), BrC1=CC=C(C=C1)C=CCON (3-(4-bromophenyl)-prop-2-enyloxiamine). The solvent is CO (methanol). Product: BrC1=CC=C(C=C1)C=CCON=C(CC)C=1C(CC(CC1O)C1CSCCC1)=O (2[1-(3-(4-bromophenyl)-prop-2-enyloximino)-propyl]-3-hydroxy-5-(3-tetrahydrothiopyranyl)-cyclohex-2-en-1-one). The yield is 68.4%. RXN SMILES: [C:1]([CH:5]1[C:10](=[O:11])[CH2:9][CH:8]([CH:12]2[CH2:17][CH2:16][CH2:15][S:14][CH2:13]2)[CH2:7][C:6]1=[O:18])(=O)[CH2:2][CH3:3].[Br:19][C:20]1[CH:25]=[CH:24][C:23]([CH:26]=[CH:27][CH2:28][O:29][NH2:30])=[CH:22][CH:21]=1>CO>[Br:19][C:20]1[CH:21]=[CH:22][C:23]([CH:26]=[CH:27][CH2:28][O:29][N:30]=[C:1]([C:5]2[C:10](=[O:11])[CH2:9][CH:8]([CH:12]3[CH2:17][CH2:16][CH2:15][S:14][CH2:13]3)[CH2:7][C:6]=2[OH:18])[CH2:2][CH3:3])=[CH:24][CH:25]=1. Procedure: 3.0 g (0.011 mol) of 2-propionyl-5-(3-tetrahydrothiopyranyl)-cyclohexane-1,3-dion and 3.0 g (0.013 mol) of 3-(4-bromophenyl)-prop-2-enyloxiamine in 100 ml of methanol were stirred at 20° C. for 16 hours. The precipitated reaction product was isolated at 0° C. washed with ice-cold methanol and petroleum ether and dried. Yield 68.4%; m.p.: 97°-99° C. Conditions: temperature 100 celsius, time 2.5 hour. Reaction SMILES: [CH:1]1([N:4]([CH2:39][C:40]2[CH:45]=[C:44]([CH2:46][CH2:47][CH2:48][O:49][CH3:50])[CH:43]=[C:42]([OH:51])[CH:41]=2)[C:5]([C@@H:7]2[C@@H:12]([C:13]3[CH:18]=[CH:17][C:16]([O:19][CH2:20][CH2:21][O:22][C:23]4[C:28]([Cl:29])=[CH:27][C:26]([CH3:30])=[CH:25][C:24]=4[Cl:31])=[CH:15][CH:14]=3)[CH2:11][CH2:10][N:9](C(OC(C)(C)C)=O)[CH2:8]2)=[O:6])[CH2:3][CH2:2]1.CC1C=CC(S(O[CH2:63][CH2:64][O:65][CH2:66][C:67]([F:70])([F:69])[F:68])(=O)=O)=CC=1.C(=O)([O-])[O-].[Cs+].[Cs+].[I-].[Na+]>CN(C=O)C.CCOCC>[CH:1]1([N:4]([CH2:39][C:40]2[CH:41]=[C:42]([O:51][CH2:63][CH2:64][O:65][CH2:66][C:67]([F:70])([F:69])[F:68])[CH:43]=[C:44]([CH2:46][CH2:47][CH2:48][O:49][CH3:50])[CH:45]=2)[C:5]([C@@H:7]2[C@@H:12]([C:13]3[CH:18]=[CH:17][C:16]([O:19][CH2:20][CH2:21][O:22][C:23]4[C:28]([Cl:29])=[CH:27][C:26]([CH3:30])=[CH:25][C:24]=4[Cl:31])=[CH:15][CH:14]=3)[CH2:11][CH2:10][NH:9][CH2:8]2)=[O:6])[CH2:3][CH2:2]1 |f:2.3.4,5.6|. Yields the product C1(CC1)N(C(=O)[C@H]1CNCC[C@@H]1C1=CC=C(C=C1)OCCOC1=C(C=C(C=C1Cl)C)Cl)CC1=CC(=CC(=C1)OCCOCC(F)(F)F)CCCOC ((3R,4S)-N-Cyclopropyl-4-{4-[2-(2,6-dichloro-4-methylphenoxy)ethoxy]phenyl}-N-{3-(3-methoxypropyl)-5-[2-(2,2,2-trifluoroethoxy)ethoxy]benzyl}piperidine-3-carboxamide). Run in CN(C)C=O (DMF), CCOCC (ether). Reported procedure: To a solution of tert-butyl (3R,4S)-3-({cyclopropyl[3-hydroxy-5-(3-methoxy-propyl)benzyl]-amino}carbonyl)-4-{4-[2-(2,6-dichloro-4-methylphenoxy)ethoxy]-phenyl}piperidine-1-carboxylate (1 eq.) from Example 1/Step 2 in DMF (0.1 M) was added 2-(2,2,2-trifluoroethoxy)ethyl 4-methylbenzenesulfonate (3 eq.) from the previous step, cesium carbonate (2 eq.), and sodium iodide (5 mol %). The reaction was heated to 100° C. and stirred for 2.5 h. After cooling to rt, the reaction was diluted with ether. Th... Reactants: C1(CC1)N(C(=O)[C@H]1CN(CC[C@@H]1C1=CC=C(C=C1)OCCOC1=C(C=C(C=C1Cl)C)Cl)C(=O)OC(C)(C)C)CC1=CC(=CC(=C1)CCCOC)O (tert-butyl (3R,4S)-3-({cyclopropyl[3-hydroxy-5-(3-methoxy-propyl)benzyl]-amino}carbonyl)-4-{4-[2-(2,6-dichloro-4-methylphenoxy)ethoxy]-phenyl}piperidine-1-carboxylate), [I-].[Na+] (sodium iodide), CC1=CC=C(C=C1)S(=O)(=O)OCCOCC(F)(F)F (2-(2,2,2-trifluoroethoxy)ethyl 4-methylbenzenesulfonate), C([O-])([O-])=O.[Cs+].[Cs+] (cesium carbonate). Starting materials: O=C(C(=O)OC)CC1=CC=CC=C1 (methyl 2-oxo-3-phenylpropionate), C(C1=CC=CC=C1)OCCC=O (3-benzyloxypropanal), 1,8-diazabicyclo[5.4.0]undecen-7. The solvent is CN(C=O)C (N,N-dimethylformamide). The product is OC=1C(OC(C1C1=CC=CC=C1)CCOCC1=CC=CC=C1)=O (3-hydroxy-4-phenyl-5(2-benzyloxyethyl)-2(5H)furanone). Yield: 68.7%. Reaction SMILES: [O:1]=[C:2]([CH2:7][C:8]1[CH:13]=[CH:12][CH:11]=[CH:10][CH:9]=1)[C:3]([O:5][CH3:6])=[O:4].[CH2:14]([O:21][CH2:22][CH2:23]C=O)[C:15]1[CH:20]=[CH:19][CH:18]=[CH:17][CH:16]=1>CN(C)C=O>[OH:1][C:2]1[C:3](=[O:4])[O:5][CH:6]([CH2:23][CH2:22][O:21][CH2:14][C:15]2[CH:20]=[CH:19][CH:18]=[CH:17][CH:16]=2)[C:7]=1[C:8]1[CH:13]=[CH:12][CH:11]=[CH:10][CH:9]=1. Procedure details: To a solution of methyl 2-oxo-3-phenylpropionate (2.0 g) and 3-benzyloxypropanal (1.84 g) in N,N-dimethylformamide (40 ml) was dropwise added 1,8-diazabicyclo[5.4.0]undecen-7 (1.76 ml) at 0° C. with stirring. The mixture was stirred at the same temperature for 2 hours PG,28 and the solvent was evaporated. The residue was added to diluted hydrochloric acid and extracted with diethyl ether. The extract was washed with water, dried and evaporated in vacuo. The residue was recrystallized from diisop... Reactants: C(#N)C=1C=C2C(=CNC2=CC1)CCCCN1CCN(CC1)C=1C=CC2=C(C=C(O2)C(N)=O)C1 (1-[4-(5-Cyanoindol-3-yl)butyl]-4-(2-carbamoyl-benzofuran-5-yl)-piperazine), Cl (HCl), C(C)(C)O (isopropanol), CN(C)C=O (DMF). Solvent: C(C1=CC=CC=C1)O (benzyl alcohol). Run at temperature 22.5 celsius, time 20 hour. The product is Cl.C(#N)C=1C=C2C(=CNC2=CC1)CCCCN1CCN(CC1)C=1C=CC2=C(C=C(O2)C(N)=O)C1 (1-[4-(5-cyanoindol-3-yl)butyl]-4-(2-carbamoyl-benzofuran-5-yl)-piperazine hydrochloride), C(C1=CC=CC=C1)O (benzyl alcohol). As a reaction SMILES: [C:1]([C:3]1[CH:4]=[C:5]2[C:9](=[CH:10][CH:11]=1)[NH:8][CH:7]=[C:6]2[CH2:12][CH2:13][CH2:14][CH2:15][N:16]1[CH2:21][CH2:20][N:19]([C:22]2[CH:23]=[CH:24][C:25]3[O:29][C:28]([C:30](=[O:32])[NH2:31])=[CH:27][C:26]=3[CH:33]=2)[CH2:18][CH2:17]1)#[N:2].CN(C=O)C.[ClH:39].[CH:40]([OH:43])([CH3:42])C>C(O)C1C=CC=CC=1>[ClH:39].[C:1]([C:3]1[CH:4]=[C:5]2[C:9](=[CH:10][CH:11]=1)[NH:8][CH:7]=[C:6]2[CH2:12][CH2:13][CH2:14][CH2:15][N:16]1[CH2:17][CH2:18][N:19]([C:22]2[CH:23]=[CH:24][C:25]3[O:29][C:28]([C:30](=[O:32])[NH2:31])=[CH:27][C:26]=3[CH:33]=2)[CH2:20][CH2:21]1)#[N:2].[CH2:40]([OH:43])[C:42]1[CH:5]=[CH:4][CH:3]=[CH:11][CH:10]=1 |f:5.6|. Reported procedure: 1-[4-(5-Cyanoindol-3-yl)butyl]-4-(2-carbamoyl-benzofuran-5-yl)-piperazine (1 g) was dissolved in a 1:1 mixture of benzyl alcohol:DMF (6 ml) under inert gas atmosphere 20-25° C. To the clear solution was added HCl in isopropanol (0.49 g, 1.2 eq). The resulting suspension was stirred for about 20 h at 20-25° C. and heated to 30-35° C. and maintained for 3 h. The solid was filtered, washed with 1-propanol (2×5 ml) and dried at 65° C. to afford 0.98 g hemi solvate of 1-[4-(5-cyanoindol-3-yl)butyl]-4... Reactants: [N+](=O)([O-])C1=CC(=C(C(=O)NCCN(CC)CC)C=C1)OC (4-nitro-N-(2-diethylamino-ethyl)-2-methoxy-benzamide), C(C)O (ethanol). The reagents and catalysts are [Pd] (palladium on carbon). The solvent is O1CCCC1 (tetrahydrofuran). The product is NC1=CC(=C(C(=O)NCCN(CC)CC)C=C1)OC (4-amino-N-(2-diethylamino-ethyl)-2-methoxy-benzamide). The yield is 106.4%. RXN SMILES: [N+:1]([C:4]1[CH:19]=[CH:18][C:7]([C:8]([NH:10][CH2:11][CH2:12][N:13]([CH2:16][CH3:17])[CH2:14][CH3:15])=[O:9])=[C:6]([O:20][CH3:21])[CH:5]=1)([O-])=O.C(O)C>O1CCCC1.[Pd]>[NH2:1][C:4]1[CH:19]=[CH:18][C:7]([C:8]([NH:10][CH2:11][CH2:12][N:13]([CH2:14][CH3:15])[CH2:16][CH3:17])=[O:9])=[C:6]([O:20][CH3:21])[CH:5]=1. Reported procedure: 5.7 g (19.3 mmol) of 4-nitro-N-(2-diethylamino-ethyl)-2-methoxy-benzamide is dissolved in 120 ml of tetrahydrofuran:ethanol=1:1, mixed with 2 g of palladium on carbon (10%×50% water) and hydrogenated for 1 hour at room temperature and normal pressure. After being drawn off on diatomaceous earth and after concentration by evaporation, 5.45 g of 4-amino-N-(2-diethylamino-ethyl)-2-methoxy-benzamide is obtained. The reactants are OC1=CC2=CC=CC=C2C=C1C(=O)OC (methyl 2-hydroxy-3-naphthoate), CN(C)CCCN (dimethylamino propylamine). The solvent is C1(=CC=CC=C1)C (toluene). Product: CN(CCCNC(=O)C1=CC2=CC=CC=C2C=C1O)C (N,N-dimethyl-N-3-(3-hydroxy-2-naphthamido)propylamine). Reaction SMILES: [OH:1][C:2]1[C:11]([C:12]([O:14]C)=O)=[CH:10][C:9]2[C:4](=[CH:5][CH:6]=[CH:7][CH:8]=2)[CH:3]=1.[CH3:16][N:17]([CH2:19][CH2:20][CH2:21][NH2:22])[CH3:18]>C1(C)C=CC=CC=1>[CH3:16][N:17]([CH3:18])[CH2:19][CH2:20][CH2:21][NH:22][C:12]([C:11]1[C:2]([OH:1])=[CH:3][C:4]2[C:9](=[CH:8][CH:7]=[CH:6][CH:5]=2)[CH:10]=1)=[O:14]. Reported procedure: The coupling component used in this Example was obtained by reacting methyl 2-hydroxy-3-naphthoate with dimethylamino propylamine in toluene to obtain N,N-dimethyl-N-3-(3-hydroxy-2-naphthamido)propylamine, and converting the amide compound isolated by filtration, with dimethylsufuric acid in methanol, to a quaternary ammonium form. Further, the amide compound may also be readily prepared via 2-hydroxy-3-napthoic acid chloride.